describe an organic reaction: reactants, conditions, products, and yield From a dataset of the Open Reaction Database (ORD), a public repository of structured organic reaction records. Starting materials: CS(=O)(=O)OCCN1CCOC2=C1C=CC=C2 (2-(2,3-dihydro-1,4-benzoxazin-4-yl)ethyl methanesulfonate), C([O-])([O-])=O.[K+].[K+] (potassium carbonate), C(CCC)OC(C(=O)OCC)CC1=CC=C(C=C1)O (ethyl 2-butoxy-3-(4-hydroxyphenyl)propanoate). The product is O1CCN(C2=C1C=CC=C2)CCOC2=CC=C(C=C2)CC(C(=O)OCC)OCCCC (Ethyl 3-[4-[2-(2,3-dihydro-1,4-benzoxazin-4-yl)ethoxy]phenyl]-2-butoxypropanoate). Yield: 52.6%. Reaction SMILES: CS([O:5][CH2:6][CH2:7][N:8]1[C:13]2[CH:14]=[CH:15][CH:16]=[CH:17][C:12]=2[O:11][CH2:10][CH2:9]1)(=O)=O.C(=O)([O-])[O-].[K+].[K+].[CH2:24]([O:28][CH:29]([CH2:35][C:36]1[CH:41]=[CH:40][C:39](O)=[CH:38][CH:37]=1)[C:30]([O:32][CH2:33][CH3:34])=[O:31])[CH2:25][CH2:26][CH3:27]>>[O:11]1[C:12]2[CH:17]=[CH:16][CH:15]=[CH:14][C:13]=2[N:8]([CH2:7][CH2:6][O:5][C:39]2[CH:38]=[CH:37][C:36]([CH2:35][CH:29]([O:28][CH2:24][CH2:25][CH2:26][CH3:27])[C:30]([O:32][CH2:33][CH3:34])=[O:31])=[CH:41][CH:40]=2)[CH2:9][CH2:10]1 |f:1.2.3|. Procedure: The title compound (0.4 g, 52%) was prepared as a gummy liquid from 2-(2,3-dihydro-1,4-benzoxazin-4-yl)ethyl methanesulfonate (0.46 g; 1.78 mmol), potassium carbonate (0.98 g, 7.12 mmol) and ethyl 2-butoxy-3-(4-hydroxyphenyl)propanoate (0.47 g, 1.78 mmol) using conditions analogous to that described in preparation 2. Solvent: C(Cl)(Cl)Cl (chloroform). As a reaction SMILES: [Cl:1][C:2]1[CH:7]=[CH:6][CH:5]=[CH:4][C:3]=1[C:8]1[C:9]2[CH:18]=[C:17]([CH2:19][CH3:20])[S:16][C:10]=2[NH:11][C:12](=O)[CH2:13][N:14]=1.P12(SP3(SP(SP(S3)(S1)=S)(=S)S2)=S)=[S:22].C(=O)(O)[O-].[Na+]>C(Cl)(Cl)Cl>[Cl:1][C:2]1[CH:7]=[CH:6][CH:5]=[CH:4][C:3]=1[C:8]1[C:9]2[CH:18]=[C:17]([CH2:19][CH3:20])[S:16][C:10]=2[NH:11][C:12](=[S:22])[CH2:13][N:14]=1 |f:2.3|. Procedure details: 5-(2-Chlorophenyl)-7-ethyl1,3-dihydro-2H-thieno[2,3-e]-1,4-diazepin-2-one (40 g) was dissolved in chloroform (600 ml) and phosphorus pentasulfide (117 g) was added thereto with stirring. The mixture was refluxed for 3 hours. After the reaction, the reaction mixture was neutralized with saturated aqueous sodium bicarbonate, washed with water, and dried over anhydrous magnesium sulfate. The solvent was distilled away under reduced pressure and precipitated crystals were collected by filtration wit... The reactants are P12(=S)SP3(=S)SP(=S)(S1)SP(=S)(S2)S3 (phosphorus pentasulfide), ClC1=C(C=CC=C1)C=1C2=C(NC(CN1)=O)SC(=C2)CC (5-(2-Chlorophenyl)-7-ethyl1,3-dihydro-2H-thieno[2,3-e]-1,4-diazepin-2-one), C([O-])(O)=O.[Na+] (sodium bicarbonate). Product: ClC1=C(C=CC=C1)C=1C2=C(NC(CN1)=S)SC(=C2)CC (5-(2-chlorophenyl)-7-ethyl-1,3-dihydro-2H-thieno[2,3-e]1,4-diazepine-2-thione). Isolated yield 99.7%. The reactants are C1COCCN1, CS(C)=O, C=Cn1cc(C(=O)O)c(=O)c2cc(F)c(Cl)cc21. Yields the product C=Cn1cc(C(=O)O)c(=O)c2cc(F)c(N3CCOCC3)cc21. Reaction SMILES: [CH2:19]1[CH2:20][O:21][CH2:22][CH2:23][NH:24]1.[CH3:25][S:26]([CH3:27])=[O:28].[Cl:1][c:2]1[c:3]([F:18])[cH:4][c:5]2[c:6](=[O:17])[c:7]([C:14](=[O:15])[OH:16])[cH:8][n:9]([CH:12]=[CH2:13])[c:10]2[cH:11]1>>[c:2]1([N:24]2[CH2:19][CH2:20][O:21][CH2:22][CH2:23]2)[c:3]([F:18])[cH:4][c:5]2[c:6](=[O:17])[c:7]([C:14](=[O:15])[OH:16])[cH:8][n:9]([CH:12]=[CH2:13])[c:10]2[cH:11]1. RXN SMILES: [Br:1][c:2]1[cH:3][c:4]([N+:16](=[O:17])[O-:18])[c:5]([NH:12][C:13](=[O:14])[CH3:15])[cH:6][c:7]1[C:8]([F:9])([F:10])[F:11].[CH3:21][OH:22].[Na+:20].[OH-:19]>>[Br:1][c:2]1[cH:3][c:4]([N+:16](=[O:17])[O-:18])[c:5]([NH2:12])[cH:6][c:7]1[C:8]([F:9])([F:10])[F:11]. Yields the product Nc1cc(C(F)(F)F)c(Br)cc1[N+](=O)[O-]. Reactants: CC(=O)Nc1cc(C(F)(F)F)c(Br)cc1[N+](=O)[O-], CO, [Na+], [OH-]. The reactants are CC1(CCCC(C2=C1C=CC=C2)=O)C (9,9-dimethyl-6,7,8,9-tetrahydro-5H-benzo[a]cyclohepten-5-one), [BH4-].[Na+] (sodium borohydride). Run in CO (methanol). Reaction conditions: time 8 hour. The product is CC1(CCCC(C2=C1C=CC=C2)O)C (9,9-dimethyl-6,7,8,9-tetrahydro-5H-benzo[a]cyclohepten-5-ol). Reaction SMILES: [CH3:1][C:2]1([CH3:14])[C:8]2[CH:9]=[CH:10][CH:11]=[CH:12][C:7]=2[C:6](=[O:13])[CH2:5][CH2:4][CH2:3]1.[BH4-].[Na+]>CO>[CH3:1][C:2]1([CH3:14])[C:8]2[CH:9]=[CH:10][CH:11]=[CH:12][C:7]=2[CH:6]([OH:13])[CH2:5][CH2:4][CH2:3]1 |f:1.2|. Procedure: To a solution of 9,9-dimethyl-6,7,8,9-tetrahydro-5H-benzo[a]cyclohepten-5-one (5.780 g, 30.70 mmol) in methanol (40 ml) was added sodium borohydride (1.16 g, 30.7 mmol) by small portions under ice-cooling, and the mixture was stirred overnight at room temperature. The reaction solution was concentrated under reduced pressure, diluted with water, and extracted twice with ethyl acetate. The recovered organic layer was dried over anhydrous magnesium sulfate and the solvent was evaporated under redu... The reactants are Cc1ccc(C)c(N2CCNCC2)c1, O=C(O)C1CN(S(=O)(=O)c2ccccc2C(F)(F)F)C(=O)N1c1ccccc1. The product is Cc1ccc(C)c(N2CCN(C(=O)C3CN(S(=O)(=O)c4ccccc4C(F)(F)F)C(=O)N3c3ccccc3)CC2)c1. RXN SMILES: [CH3:29][c:30]1[c:31]([N:37]2[CH2:38][CH2:39][NH:40][CH2:41][CH2:42]2)[cH:32][c:33]([CH3:36])[cH:34][cH:35]1.[O:1]=[C:2]1[N:3]([S:16](=[O:17])(=[O:18])[c:19]2[c:20]([C:25]([F:26])([F:27])[F:28])[cH:21][cH:22][cH:23][cH:24]2)[CH2:4][CH:5]([C:13](=[O:14])[OH:15])[N:6]1[c:7]1[cH:8][cH:9][cH:10][cH:11][cH:12]1>>[O:1]=[C:2]1[N:3]([S:16](=[O:17])(=[O:18])[c:19]2[c:20]([C:25]([F:26])([F:27])[F:28])[cH:21][cH:22][cH:23][cH:24]2)[CH2:4][CH:5]([C:13](=[O:14])[N:40]2[CH2:39][CH2:38][N:37]([c:31]3[c:30]([CH3:29])[cH:35][cH:34][c:33]([CH3:36])[cH:32]3)[CH2:42][CH2:41]2)[N:6]1[c:7]1[cH:8][cH:9][cH:10][cH:11][cH:12]1. The reactants are C(C)NC(=O)NC1=CC=C(C=C1)C1=NC(=C2N=C(N(C2=N1)CC)C1(COC1)O)N1[C@H](COCC1)C ((S)-1-ethyl-3-(4-(8-(3-hydroxyoxetan-3-yl)-9-ethyl-6-(3-methylmorpholino)-9H-purin-2-yl)phenyl)urea), ClC1=NC(=C2N=C(N(C2=N1)C)C1(CN(C1)C(=O)OC(C)(C)C)O)N1[C@H](COCC1)C ((S)-tert-butyl 3-(2-chloro-9-methyl-6-(3-methylmorpho-lino)-9H-purin-8-yl)-3-hydroxyazetidine-1-carboxylate). The product is C(C)NC(NC1=CC=C(C=C1)C1=NC(=C2N=C(N(C2=N1)C)C1(CN(C1)C(=O)OC(C)(C)C)O)N1[C@H](COCC1)C)=O ((S)-tert-butyl 3-(2-(4-(3-ethylureido)phenyl)-9-methyl-6-(3-methylmorpholino)-9H-purin-8-yl)-3-hydroxyazetidine-1-carboxylate). As a reaction SMILES: [CH2:1]([NH:3][C:4]([NH:6][C:7]1[CH:12]=[CH:11][C:10]([C:13]2[N:21]=[C:20]3[C:16]([N:17]=[C:18]([C:24]4([OH:28])CO[CH2:25]4)[N:19]3[CH2:22]C)=[C:15]([N:29]3[CH2:34][CH2:33][O:32][CH2:31][C@@H:30]3[CH3:35])[N:14]=2)=[CH:9][CH:8]=1)=[O:5])[CH3:2].ClC1N=C2C(N=C(C3(O)C[N:49]([C:51]([O:53][C:54]([CH3:57])([CH3:56])[CH3:55])=[O:52])[CH2:48]3)N2C)=C(N2CCOC[C@@H]2C)N=1>>[CH2:1]([NH:3][C:4](=[O:5])[NH:6][C:7]1[CH:8]=[CH:9][C:10]([C:13]2[N:21]=[C:20]3[C:16]([N:17]=[C:18]([C:24]4([OH:28])[CH2:25][N:49]([C:51]([O:53][C:54]([CH3:57])([CH3:56])[CH3:55])=[O:52])[CH2:48]4)[N:19]3[CH3:22])=[C:15]([N:29]3[CH2:34][CH2:33][O:32][CH2:31][C@@H:30]3[CH3:35])[N:14]=2)=[CH:11][CH:12]=1)[CH3:2]. Reported procedure: This compound (w-2) was prepared in an analogous fashion to (S)-1-ethyl-3-(4-(8-(3-hydroxyoxetan-3-yl)-9-ethyl-6-(3-methylmorpholino)-9H-purin-2-yl)phenyl)urea, using (S)-tert-butyl 3-(2-chloro-9-methyl-6-(3-methylmorpho-lino)-9H-purin-8-yl)-3-hydroxyazetidine-1-carboxylate as the starting material. LC-MS m/z (method A)=567.4 [M+H]+, RT=2.44 min. The reactants are [Li]C=COCC, CC(C)[Si](C(C)C)(C1CC1)C(C)(C)O, [Li]C1CC1, C=C(OCC)[Si](C(C)C)(C(C)C)C1CC1, CC(C)[Si](Cl)(Cl)C(C)C, Cl, CC(C)[Si](CO)(C(C)C)C(C)C. Product: CC(=O)[Si](C(C)C)(C(C)C)C1CC1. Reaction SMILES: [CH2:36]([O:37][CH:38]=[CH:39][Li:40])[CH3:41].[CH:13]1([Si:16]([CH:17]([CH3:18])[CH3:19])([CH:20]([CH3:21])[CH3:22])[C:23]([CH3:24])([CH3:25])[OH:26])[CH2:14][CH2:15]1.[CH:42]1([Li:43])[CH2:44][CH2:45]1.[CH:46]1([Si:47]([C:48]([O:49][CH2:50][CH3:51])=[CH2:52])([CH:53]([CH3:54])[CH3:55])[CH:56]([CH3:57])[CH3:58])[CH2:59][CH2:60]1.[Cl:27][Si:28]([Cl:29])([CH:30]([CH3:31])[CH3:32])[CH:33]([CH3:34])[CH3:35].[ClH:61].[OH:1][CH2:2][Si:3]([CH:4]([CH3:5])[CH3:6])([CH:7]([CH3:8])[CH3:9])[CH:10]([CH3:11])[CH3:12]>>[CH:13]1([Si:16]([CH:17]([CH3:18])[CH3:19])([CH:20]([CH3:21])[CH3:22])[C:23]([CH3:24])=[O:26])[CH2:14][CH2:15]1.